Dataset: the Open Reaction Database (ORD), a public repository of structured organic reaction records. Task: describe an organic reaction: reactants, conditions, products, and yield Reactants: CC1=C(N=C(S1)N)C1=CC=CC=C1 (5-methyl-4-phenyl-thiazol-2-ylamine), C(C)(C)N(CC)C(C)C (diisopropylethylamine), [H-].[Na+] (sodium hydride), ClC1=NC=C(C(=O)Cl)C=C1 (6-chloro-nicotinoyl chloride). The solvent is O1CCCC1 (tetrahydrofuran), C(Cl)Cl (methylene chloride), CO (methanol). Run at temperature 60 celsius, time 8 hour. The product is ClC1=NC=C(C(=O)NC=2SC(=C(N2)C2=CC=CC=C2)C)C=C1 (6-chloro-N-(5-methyl-4-phenyl-thiazol-2-yl)-nicotinamide). Yield: 28.9%. As a reaction SMILES: [CH3:1][C:2]1[S:6][C:5]([NH2:7])=[N:4][C:3]=1[C:8]1[CH:13]=[CH:12][CH:11]=[CH:10][CH:9]=1.[H-].[Na+].[Cl:16][C:17]1[CH:25]=[CH:24][C:20]([C:21](Cl)=[O:22])=[CH:19][N:18]=1.C(N(C(C)C)CC)(C)C>O1CCCC1.C(Cl)Cl.CO>[Cl:16][C:17]1[CH:25]=[CH:24][C:20]([C:21]([NH:7][C:5]2[S:6][C:2]([CH3:1])=[C:3]([C:8]3[CH:9]=[CH:10][CH:11]=[CH:12][CH:13]=3)[N:4]=2)=[O:22])=[CH:19][N:18]=1 |f:1.2|. Procedure details: To a mixture of 5-methyl-4-phenyl-thiazol-2-ylamine (2.0 g, 10.5 mmol) in anhydrous tetrahydrofuran (40 mL) and methylene chloride (40 mL) in a round bottom flask under argon was carefully added sodium hydride (60% in mineral oil, 1.7 g, 42.5 mmol). The mixture was heated in a 60° C. oil bath for one hour, then chilled in an ice bath and 6-chloro-nicotinoyl chloride (2.03 g, 11.6 mmol) was added followed by diisopropylethylamine (7.32 mL, 42.1 mmol). The mixture was heated under argon in an oil ... Reaction SMILES: [CH2:3]1[O:4][CH2:5][CH2:6][CH2:7]1.[CH3:22][C:23]([CH3:24])=[O:25].[CH3:8][O:9][c:10]1[n:11][c:12]([S:18]([CH3:19])(=[O:20])=[O:21])[n:13][c:14]([O:16][CH3:17])[cH:15]1.[H-:1].[Na+:2].[OH2:26]>>[CH3:8][O:9][c:10]1[n:11][c:12]([CH2:22][C:23]([CH3:24])=[O:25])[n:13][c:14]([O:16][CH3:17])[cH:15]1. Starting materials: C1CCOC1, CC(C)=O, COc1cc(OC)nc(S(C)(=O)=O)n1, [H-], [Na+], O. The product is COc1cc(OC)nc(CC(C)=O)n1. Reactants: C(Br)(Br)(Br)Br (carbon tetrabromide), C(C)(C)N(C(C)C)CC (N,N-diisopropylethylamine), Example 30 ( 30a ), Cl.N1CC(C1)C(=O)OC (methyl 3-azetidinecarboxylate hydrochloride), Example 23 ( 23g ), C(C)C1=C(C=CC(=N1)CO)C1=NOC(=N1)C1=CC(=C(C=C1)CC(C)C)F ({6-ethyl-5-[5-(3-fluoro-4-isobutylphenyl)-1,2,4-oxadiazol-3-yl]pyridin-2-yl}methanol), C1(=CC=CC=C1)P(C1=CC=CC=C1)C1=CC=CC=C1 (triphenylphosphine). Yields the product crude product, C(C)C1=C(C=CC(=N1)CN1CC(C1)C(=O)OC)C1=NOC(=N1)C1=CC(=C(C=C1)CC(C)C)F (Methyl 1-({6-ethyl-5-[5-(3-fluoro-4-isobutylphenyl)-1,2,4-oxadiazol-3-yl]pyridin-2-yl}methyl)azetidine-3-carboxylate). RXN SMILES: [CH2:1]([C:3]1[N:8]=[C:7]([CH2:9]O)[CH:6]=[CH:5][C:4]=1[C:11]1[N:15]=[C:14]([C:16]2[CH:21]=[CH:20][C:19]([CH2:22][CH:23]([CH3:25])[CH3:24])=[C:18]([F:26])[CH:17]=2)[O:13][N:12]=1)[CH3:2].C(Br)(Br)(Br)Br.C1(P(C2C=CC=CC=2)C2C=CC=CC=2)C=CC=CC=1.Cl.[NH:52]1[CH2:55][CH:54]([C:56]([O:58][CH3:59])=[O:57])[CH2:53]1.C(N(CC)C(C)C)(C)C>>[CH2:1]([C:3]1[N:8]=[C:7]([CH2:9][N:52]2[CH2:55][CH:54]([C:56]([O:58][CH3:59])=[O:57])[CH2:53]2)[CH:6]=[CH:5][C:4]=1[C:11]1[N:15]=[C:14]([C:16]2[CH:21]=[CH:20][C:19]([CH2:22][CH:23]([CH3:25])[CH3:24])=[C:18]([F:26])[CH:17]=2)[O:13][N:12]=1)[CH3:2] |f:3.4|. Procedure details: The crude product of the title compound was synthesized by conducting the similar reaction to that mentioned in Example 23 (23g) using {6-ethyl-5-[5-(3-fluoro-4-isobutylphenyl)-1,2,4-oxadiazol-3-yl]pyridin-2-yl}methanol (0.13 g, 0.38 mmol) that was obtained in Example 30 (30a), carbon tetrabromide (0.25 g, 0.75 mmol), triphenylphosphine (0.20 g, 0.75 mmol), methyl 3-azetidinecarboxylate hydrochloride (78 mg, 0.51 mmol), and N,N-diisopropylethylamine (0.15 ml, 0.86 mmol). Subsequently, the crude ... The yield is 160.4%. Reactants: ClC=1C=C(C=CC1Cl)[C@@H]1CN(CCO[C@H]1[C@@H](CO)O)C(=O)OC(C)(C)C (tert-butyl (6R,7R)-6-(3,4-dichlorophenyl)-7-[(1R)-1,2-dihydroxyethyl]-1,4-oxazepane-4-carboxylate), Cl.C(C)O (hydrogen chloride ethanol). Conditions: time 15 minute. Reaction SMILES: [Cl:1][C:2]1[CH:3]=[C:4]([C@H:9]2[C@H:15]([C@H:16]([OH:19])[CH2:17][OH:18])[O:14][CH2:13][CH2:12][N:11](C(OC(C)(C)C)=O)[CH2:10]2)[CH:5]=[CH:6][C:7]=1[Cl:8].Cl.C(O)C>C(O)C>[ClH:1].[Cl:1][C:2]1[CH:3]=[C:4]([C@H:9]2[C@H:15]([C@H:16]([OH:19])[CH2:17][OH:18])[O:14][CH2:13][CH2:12][NH:11][CH2:10]2)[CH:5]=[CH:6][C:7]=1[Cl:8] |f:1.2,4.5|. Solvent: C(C)O (ethanol). Procedure details: To a solution of tert-butyl (6R,7R)-6-(3,4-dichlorophenyl)-7-[(1R)-1,2-dihydroxyethyl]-1,4-oxazepane-4-carboxylate (170 mg) obtained in Example 45, step M) in ethanol (5 ml) was added 12 mol/kg hydrogen chloride-ethanol solution (5 mL), and the mixture was stirred at room temperature for 15 min. The solvent was evaporated under reduced pressure, and the residue was crystallized from water-ethanol-diethyl ether to give the title compound (115 mg) as colorless crystals. Product: Cl.ClC=1C=C(C=CC1Cl)[C@@H]1CNCCO[C@H]1[C@@H](CO)O ((1R)-1-[(6R,7R)-6-(3,4-dichlorophenyl)-1,4-oxazepan-7-yl]ethane-1,2-diol monohydrochloride). Starting materials: C(#N)NC(=N)NCC1=C(C=CC=C1OC)OC (N-cyano-N′-(2,6-dimethoxybenzyl)guanidine), OCC(C)=O (hydroxyacetone), Cl (HCl). Solvent: CO.O (methanol water). Reaction conditions: temperature 40 celsius. Product: C(C)(=O)O.COC1=C(CNC(=N)NC=2OC=C(N2)C)C(=CC=C1)OC (N-(2,6-dimethoxybenzyl)-N′-(4-methyl-1,3-oxazole-2-yl)guanidine acetate). RXN SMILES: [C:1]([NH:3][C:4]([NH:6][CH2:7][C:8]1[C:13]([O:14][CH3:15])=[CH:12][CH:11]=[CH:10][C:9]=1[O:16][CH3:17])=[NH:5])#[N:2].[OH:18][CH2:19][C:20](=O)[CH3:21].Cl>CO.O>[C:13]([OH:14])(=[O:18])[CH3:8].[CH3:17][O:16][C:9]1[CH:10]=[CH:11][CH:12]=[C:13]([O:14][CH3:15])[C:8]=1[CH2:7][NH:6][C:4]([NH:3][C:1]1[O:18][CH:19]=[C:20]([CH3:21])[N:2]=1)=[NH:5] |f:3.4,5.6|. Procedure details: 0.20 g (0.85 mmol) N-cyano-N′-(2,6-dimethoxybenzyl)guanidine were suspended in 20 ml methanol/water (1:1). Subsequently, 63.3 mg (0.85 mmol) hydroxyacetone were added and the mixture was heated to 40° C. The pH-value was adjusted at high temperature with 1 N HCl to 2.5-3 pH. In total, the reaction mixture was heated for 34 hours at 40° C. under constant pH-control until no further educts could be detected by mass spectrometry. The methanol was distilled off under vacuum and a white solid remaine...